Dataset: the Open Reaction Database (ORD), a public repository of structured organic reaction records. Task: describe an organic reaction: reactants, conditions, products, and yield The reactants are CC1NC(C(OCc2ccccc2)C(Cc2cc(F)cc(F)c2)N(Cc2ccccc2)Cc2ccccc2)COC1O, CC(CO)(CF)CF. The product is CC1NC(C(OCc2ccccc2)C(Cc2cc(F)cc(F)c2)N(Cc2ccccc2)Cc2ccccc2)COC1OCC(C)(CF)CF. RXN SMILES: [CH2:9]([c:10]1[cH:11][cH:12][cH:13][cH:14][cH:15]1)[O:16][CH:17]([CH:18]([CH2:19][c:20]1[cH:21][c:22]([F:27])[cH:23][c:24]([F:26])[cH:25]1)[N:28]([CH2:29][c:30]1[cH:31][cH:32][cH:33][cH:34][cH:35]1)[CH2:36][c:37]1[cH:38][cH:39][cH:40][cH:41][cH:42]1)[CH:43]1[NH:44][CH:45]([CH3:50])[CH:46]([OH:49])[O:47][CH2:48]1.[F:1][CH2:2][C:3]([CH2:4][OH:5])([CH3:6])[CH2:7][F:8]>>[F:1][CH2:2][C:3]([CH2:4][O:5][CH:46]1[CH:45]([CH3:50])[NH:44][CH:43]([CH:17]([O:16][CH2:9][c:10]2[cH:11][cH:12][cH:13][cH:14][cH:15]2)[CH:18]([CH2:19][c:20]2[cH:21][c:22]([F:27])[cH:23][c:24]([F:26])[cH:25]2)[N:28]([CH2:29][c:30]2[cH:31][cH:32][cH:33][cH:34][cH:35]2)[CH2:36][c:37]2[cH:38][cH:39][cH:40][cH:41][cH:42]2)[CH2:48][O:47]1)([CH3:6])[CH2:7][F:8]. The reactants are Cl.C1(CCCCC1)NC1=NC(=NC(=C1C)C)NCC1=NC=CC=C1 (N4-cyclohexyl-5,6-dimethyl-N2-(pyridin-2-ylmethyl)pyrimidine-2,4-diamine hydrochloride), C(C)(C)(C)C1=CC(=NC=C1)CN ([(4-tert-butylpyridin-2-yl)methyl]amine). Product: C(C)(C)(C)C1=CC(=NC=C1)CNC1=NC(=C(C(=N1)NC1CCCCC1)C)C (N2-[(4-tert-butylpyridin-2-yl)methyl]-N4-cyclohexyl-5,6-dimethylpyrimidine-2,4-diamine). Reaction SMILES: Cl.[CH:2]1([NH:8][C:9]2[C:14]([CH3:15])=[C:13]([CH3:16])[N:12]=[C:11]([NH:17][CH2:18][C:19]3[CH:24]=[CH:23][CH:22]=[CH:21][N:20]=3)[N:10]=2)[CH2:7][CH2:6][CH2:5][CH2:4][CH2:3]1.[C:25](C1C=CN=C(CN)C=1)([CH3:28])([CH3:27])[CH3:26]>>[C:25]([C:23]1[CH:22]=[CH:21][N:20]=[C:19]([CH2:18][NH:17][C:11]2[N:10]=[C:9]([NH:8][CH:2]3[CH2:3][CH2:4][CH2:5][CH2:6][CH2:7]3)[C:14]([CH3:15])=[C:13]([CH3:16])[N:12]=2)[CH:24]=1)([CH3:28])([CH3:27])[CH3:26] |f:0.1|. Procedure details: The titled compound was synthesized according to the general procedure described for preparation of N4-cyclohexyl-5,6-dimethyl-N2-(pyridin-2-ylmethyl)pyrimidine-2,4-diamine (Example 1) using [(4-tert-butylpyridin-2-yl)methyl]amine instead of (pyridin-2-ylmethyl)amine. The product was purified by column chromatography eluting with mixture of chloroform/ethanol/20% water solution of ammonia (200:10:1), and then the final product was washed with diethyl ether to afford the titled compound as a ligh... The reactants are C(CCCC)Br (n-pentyl bromide), [Mg] (magnesium), CO[SiH]1CCC(CC1)C1=CC(=C(C=C1)C1=C(C=C(C=C1)OCCC)F)F (4'-(4-methoxy-4-silacyclohexyl)-2,2'-difluoro-4-propoxybiphenyl). Run in C1CCOC1 (THF), C1CCOC1 (THF). The product is C(CCCC)[Si@@H]1CC[C@H](CC1)C1=CC(=C(C=C1)C1=C(C=C(C=C1)OCCC)F)F (4'-(trans-4-n-pentyl-4-silacyclohexyl)-2, 2'-difluoro-4-propoxybiphenyl). The yield is 86.0%. RXN SMILES: [CH2:1](Br)[CH2:2][CH2:3][CH2:4][CH3:5].[Mg].CO[SiH:10]1[CH2:15][CH2:14][CH:13]([C:16]2[CH:21]=[CH:20][C:19]([C:22]3[CH:27]=[CH:26][C:25]([O:28][CH2:29][CH2:30][CH3:31])=[CH:24][C:23]=3[F:32])=[C:18]([F:33])[CH:17]=2)[CH2:12][CH2:11]1>C1COCC1>[CH2:1]([Si@H:10]1[CH2:15][CH2:14][C@H:13]([C:16]2[CH:21]=[CH:20][C:19]([C:22]3[CH:27]=[CH:26][C:25]([O:28][CH2:29][CH2:30][CH3:31])=[CH:24][C:23]=3[F:32])=[C:18]([F:33])[CH:17]=2)[CH2:12][CH2:11]1)[CH2:2][CH2:3][CH2:4][CH3:5]. Reported procedure: 3.0 g (20 mmol) of n-pentyl bromide was dripped into a mixture of 0.5 g of magnesium (21 mmol) and 50 ml of THF to obtain a Grignard's reagent. This solution was then dripped into a 50 ml THF solution of 7.5 g (20 mmol) of 4'-(4-methoxy-4-silacyclohexyl)-2,2'-difluoro-4-propoxybiphenyl to obtain 4'-(trans-4-n-pentyl-4-silacyclohexyl)-2, 2'-difluoro-4-propoxybiphenyl. The silacyclohexane rings of this product were a mixture of trans and cis isomers. They were separated by means of chromatography ... Starting materials: N1CCNCCC1 (Homopiperazine), C(C)(=O)Cl (Acetyl chloride), ClC1=CC=C(CCl)C=C1 (4-Chlorobenzyl chloride). The solvent is CCO (EtOH). Conditions: temperature 25 celsius, time 30 minute. Yields the product ClC1=CC=C(CN2CCNCCC2)C=C1 (1-(4-Chlorobenzyl)homopiperazine). Isolated yield 54.2%. RXN SMILES: C(Cl)(=O)C.[NH:5]1[CH2:11][CH2:10][CH2:9][NH:8][CH2:7][CH2:6]1.[Cl:12][C:13]1[CH:20]=[CH:19][C:16]([CH2:17]Cl)=[CH:15][CH:14]=1>CCO>[Cl:12][C:13]1[CH:20]=[CH:19][C:16]([CH2:17][N:5]2[CH2:11][CH2:10][CH2:9][NH:8][CH2:7][CH2:6]2)=[CH:15][CH:14]=1. Procedure details: Acetyl chloride (11.7 mL, 0.165 mol) was added to anhydrous EtOH (500 mL) and the mixture was stirred for 30 min at 25° C. Homopiperazine (15.0 g, 0.150 mol) was added and the mixture was heated to reflux for 4 h. 4-Chlorobenzyl chloride (13.96 g, 0.087 mol) was added and the reaction mixture was heated to reflux for 16 h before concentrating. The residue was dissolved in EtOAc (500 mL) and washed with 1N aqueous KOH (50 mL). The aqueous layer was extracted with EtOAc (200 mL). The combined orga... The reactants are ClC1=CC2=C(C3=C(CN=C2C2=C(C=CC=C2)Cl)C=NC=N3)C=C1 (9-chloro-7-(2-chlorophenyl)-5H-pyrimido[5,4-d][2]benzazepine), C(C)(=O)O (acetic acid). The reagents and catalysts are [Zn] (zinc). Solvent: C(Cl)Cl (methylene chloride). Reaction conditions: temperature -30 celsius, time 2 hour. Yields the product ClC1=CC2=C(C3=C(CNC2C2=C(C=CC=C2)Cl)C=NC=N3)C=C1 (9-Chloro-7-(2-chlorophenyl)-6,7-dihydro-5H-pyrimido[5,4-d][2]benzazepine). RXN SMILES: [Cl:1][C:2]1[CH:23]=[CH:22][C:5]2[C:6]3[N:21]=[CH:20][N:19]=[CH:18][C:7]=3[CH2:8][N:9]=[C:10]([C:11]3[CH:16]=[CH:15][CH:14]=[CH:13][C:12]=3[Cl:17])[C:4]=2[CH:3]=1.C(O)(=O)C>C(Cl)Cl.[Zn]>[Cl:1][C:2]1[CH:23]=[CH:22][C:5]2[C:6]3[N:21]=[CH:20][N:19]=[CH:18][C:7]=3[CH2:8][NH:9][CH:10]([C:11]3[CH:16]=[CH:15][CH:14]=[CH:13][C:12]=3[Cl:17])[C:4]=2[CH:3]=1. Procedure: A mixture of 68 g (0.2 mol) of 9-chloro-7-(2-chlorophenyl)-5H-pyrimido[5,4-d][2]benzazepine, 27 g of zinc dust and 250 ml of acetic acid in 600 ml of methylene chloride was stirred at -30° C. for 2 hr. The mixture was filtered over hyflo into a stirred mixture of 600 ml of concentrated ammonium hydroxide and 500 ml of ice. The methylene chloride solution was separated, dried over anhydrous sodium sulfate and concentrated at reduced pressure. The residue crystallized from a mixture of methylene c...